From a dataset of the Open Reaction Database (ORD), a public repository of structured organic reaction records. describe an organic reaction: reactants, conditions, products, and yield Starting materials: C(CCC)C=1N(C2=C(C(=NC=3C=CC(=CC23)OCCC2CCNCC2)N)N1)C (2-butyl-1-methyl-8-(2-piperidin-4-ylethoxy)-1H-imidazo[4,5-c]quinolin-4-amine), C1(CCCC1)C(=O)Cl (cyclopentanecarbonyl chloride). Product: C(CCC)C=1N(C2=C(C(=NC=3C=CC(=CC23)OCCC2CCN(CC2)C(=O)C2CCCC2)N)N1)C (2-butyl-8-{2-[1-(cyclopentylcarbonyl)piperidin-4-yl]ethoxy}-1-methyl-1H-imidazo[4,5-c]quinolin-4-amine). Reaction SMILES: [CH2:1]([C:5]1[N:6]([CH3:28])[C:7]2[C:16]3[CH:15]=[C:14]([O:17][CH2:18][CH2:19][CH:20]4[CH2:25][CH2:24][NH:23][CH2:22][CH2:21]4)[CH:13]=[CH:12][C:11]=3[N:10]=[C:9]([NH2:26])[C:8]=2[N:27]=1)[CH2:2][CH2:3][CH3:4].[CH:29]1([C:34](Cl)=[O:35])[CH2:33][CH2:32][CH2:31][CH2:30]1>>[CH2:1]([C:5]1[N:6]([CH3:28])[C:7]2[C:16]3[CH:15]=[C:14]([O:17][CH2:18][CH2:19][CH:20]4[CH2:21][CH2:22][N:23]([C:34]([CH:29]5[CH2:33][CH2:32][CH2:31][CH2:30]5)=[O:35])[CH2:24][CH2:25]4)[CH:13]=[CH:12][C:11]=3[N:10]=[C:9]([NH2:26])[C:8]=2[N:27]=1)[CH2:2][CH2:3][CH3:4]. Reported procedure: A modification of the method described in Example 15 was used to treat 2-butyl-1-methyl-8-(2-piperidin-4-ylethoxy)-1H-imidazo[4,5-c]quinolin-4-amine with cyclopentanecarbonyl chloride. The crude product was purified by column chromatography on silica gel to provide 2-butyl-8-{2-[1-(cyclopentylcarbonyl)piperidin-4-yl]ethoxy}-1-methyl-1H-imidazo[4,5-c]quinolin-4-amine as a white solid, mp 147.2-150.1° C. Starting materials: C(CCl)Cl (EDC), NC1=C(C(=O)O)C=C(C=N1)Br (2-amino5-bromonicotinic acid), C(O)CN (ethanolamine), C=1C=CC2=C(C1)N=NN2O.O (HOBt H2O), C(C)(C)N(CC)C(C)C (diisopropylethylamine). Run in CN(C)C=O (DMF), O (H2O). Conditions: time 8 hour. Product: NC1=C(C(=O)NCCO)C=C(C=N1)Br (2-Amino-5-bromo-N-(2-hydroxyethyl)nicotinamide). RXN SMILES: C(Cl)CCl.[NH2:5][C:6]1[N:14]=[CH:13][C:12]([Br:15])=[CH:11][C:7]=1[C:8]([OH:10])=O.[CH2:16]([CH2:18][NH2:19])[OH:17].C1C=CC2N(O)N=NC=2C=1.O.C(N(C(C)C)CC)(C)C>CN(C=O)C.O>[NH2:5][C:6]1[N:14]=[CH:13][C:12]([Br:15])=[CH:11][C:7]=1[C:8]([NH:19][CH2:18][CH2:16][OH:17])=[O:10] |f:3.4|. Reported procedure: EDC (2.91 g, 15.2 mmole) was added to a solution 2-amino5-bromonicotinic acid (3.00 g, 13.8 mmole), ethanolamine (0.93 g, 15.2 mmole), HOBt H2O (2.05 g, 15.2 mmole), and diisopropylethylamine (2.64 mL, 15.2 mmole) in DMF (50 mL) at RT and the reaction solution was stirred overnight. The reaction contents were poured into H2O (200 mL) and the resulting mixture was extracted with EtOAc (2×200 mL). The combined organic extracts were washed with H2O and brine and then dried over Na2SO4. Concentratio... Reactants: CO, [H][H], CC(C)(CC(=O)NC1CCc2ccccc2N(Cc2ccc(-c3ccccc3[N+](=O)[O-])cc2)C1=O)NC(=O)OC(C)(C)C. The product is CC(C)(CC(=O)NC1CCc2ccccc2N(Cc2ccc(-c3ccccc3N)cc2)C1=O)NC(=O)OC(C)(C)C. As a reaction SMILES: [CH3:46][OH:47].[H:44][H:45].[N+:1]([O-:2])(=[O:3])[c:4]1[c:5](-[c:10]2[cH:11][cH:12][c:13]([CH2:16][N:17]3[C:18](=[O:43])[CH:19]([NH:28][C:29]([CH2:30][C:31]([CH3:32])([CH3:33])[NH:34][C:35](=[O:36])[O:37][C:38]([CH3:39])([CH3:40])[CH3:41])=[O:42])[CH2:20][CH2:21][c:22]4[c:23]3[cH:24][cH:25][cH:26][cH:27]4)[cH:14][cH:15]2)[cH:6][cH:7][cH:8][cH:9]1>>[NH2:1][c:4]1[c:5](-[c:10]2[cH:11][cH:12][c:13]([CH2:16][N:17]3[C:18](=[O:43])[CH:19]([NH:28][C:29]([CH2:30][C:31]([CH3:32])([CH3:33])[NH:34][C:35](=[O:36])[O:37][C:38]([CH3:39])([CH3:40])[CH3:41])=[O:42])[CH2:20][CH2:21][c:22]4[c:23]3[cH:24][cH:25][cH:26][cH:27]4)[cH:14][cH:15]2)[cH:6][cH:7][cH:8][cH:9]1. Reactants: C1(CCCCC1)CC(C(C(C)(C)C)=O)N1N=CN=C1 (1-cyclohexyl-4,4-dimethyl-2-(1,2,4-triazol-1-yl)-pentan-3-one), Cl (hydrochloric acid), [BH4-].[Na+] (sodium borohydride). The solvent is CO (methanol), O (water). Run at time 8 hour. Product: C1(CCCCC1)CC(C(C(C)(C)C)O)N1N=CN=C1 (1-cyclohexyl-4,4-dimethyl-2-(1,2,4-triazol-1-yl)-pentan-3-ol). Isolated yield 75.4%. As a reaction SMILES: [CH:1]1([CH2:7][CH:8]([N:15]2[CH:19]=[N:18][CH:17]=[N:16]2)[C:9](=[O:14])[C:10]([CH3:13])([CH3:12])[CH3:11])[CH2:6][CH2:5][CH2:4][CH2:3][CH2:2]1.[BH4-].[Na+].Cl>CO.O>[CH:1]1([CH2:7][CH:8]([N:15]2[CH:19]=[N:18][CH:17]=[N:16]2)[CH:9]([OH:14])[C:10]([CH3:13])([CH3:11])[CH3:12])[CH2:6][CH2:5][CH2:4][CH2:3][CH2:2]1 |f:1.2|. Reported procedure: 13.2 g (0.05 mol) of 1-cyclohexyl-4,4-dimethyl-2-(1,2,4-triazol-1-yl)-pentan-3-one are dissolved in a mixture of 100 ml of methanol and 20 ml of water, a total of 2 g (0.05 mol) of sodium borohydride is added in several portions, and the mixture is stirred overnight. To work up the reaction mixture, it is brought to pH 5 with dilute hydrochloric acid, and the solvent is evaporated off in vacuo. The residue is taken up in water and extracted several times with methylene chloride. The combined org...